Dataset: the Open Reaction Database (ORD), a public repository of structured organic reaction records. Task: describe an organic reaction: reactants, conditions, products, and yield Reactants: C[C@H](CCCC(C)C)[C@H]1CC[C@@H]2[C@@]1(CC[C@H]3[C@H]2C[C@H]4[C@@]5([C@@]3(CC[C@@H](C5)O)C)O4)C (cholesterol 5α,6α-epoxide), C(CC)O (1-propanol), FC(C(=O)O)(F)F (trifluoroacetic acid). Product: C(CC)O[C@@H]1C[C@H]2[C@@H]3CC[C@H]([C@@H](CCCC(C)C)C)[C@]3(CC[C@@H]2[C@]2(CC[C@@H](C[C@]12O)O)C)C (6β-n-propoxy-3β,5α-dihydroxycholestane). As a reaction SMILES: [CH3:1][C@@H:2]([C@@H:9]1[C@@:13]2([CH3:29])[CH2:14][CH2:15][C@@H:16]3[C@@:21]4([CH3:27])[CH2:22][CH2:23][C@H:24]([OH:26])[CH2:25][C@:20]54[O:28][C@H:19]5[CH2:18][C@H:17]3[C@@H:12]2[CH2:11][CH2:10]1)[CH2:3][CH2:4][CH2:5][CH:6]([CH3:8])[CH3:7].FC(F)(F)C(O)=O.[CH2:37]([OH:40])[CH2:38][CH3:39]>>[CH2:37]([O:40][C@H:19]1[C@:20]2([OH:28])[C@:21]([CH3:27])([CH2:22][CH2:23][C@H:24]([OH:26])[CH2:25]2)[C@@H:16]2[C@H:17]([C@H:12]3[C@:13]([CH3:29])([CH2:14][CH2:15]2)[C@@H:9]([C@H:2]([CH3:1])[CH2:3][CH2:4][CH2:5][CH:6]([CH3:8])[CH3:7])[CH2:10][CH2:11]3)[CH2:18]1)[CH2:38][CH3:39]. Reported procedure: In a flask (50 ml) fitted with a condenser cholesterol 5α,6α-epoxide (100 mg., 0.25 mmol) in 1-propanol (20 ml) solution containing trifluoroacetic acid (1.0 ml) is refluxed for 1 hour. With vacuum evaporation the solvent is removed. The oily residue is dissolved in benzene (10 ml), extracted with 5% aqueous sodium bicarbonate (2 ml×2) and with water, and dried with anhydrous sodium sulfate. After vacuum evaporation the amorphous solid residue is purified by silica gel G-60 column liquid chromat... Starting materials: COCC(C)NC1CCC(N)CC1, OCC1(CNc2cccc(-c3cc(F)ncc3Cl)n2)CCOCC1. Reaction SMILES: [CH3:25][O:26][CH2:27][CH:28]([CH3:29])[NH:30][CH:31]1[CH2:32][CH2:33][CH:34]([NH2:37])[CH2:35][CH2:36]1.[Cl:1][c:2]1[c:3](-[c:9]2[n:10][c:11]([NH:15][CH2:16][C:17]3([CH2:23][OH:24])[CH2:18][CH2:19][O:20][CH2:21][CH2:22]3)[cH:12][cH:13][cH:14]2)[cH:4][c:5]([F:8])[n:6][cH:7]1>>[Cl:1][c:2]1[c:3](-[c:9]2[n:10][c:11]([NH:15][CH2:16][C:17]3([CH2:23][OH:24])[CH2:18][CH2:19][O:20][CH2:21][CH2:22]3)[cH:12][cH:13][cH:14]2)[cH:4][c:5]([NH:37][CH:34]2[CH2:33][CH2:32][CH:31]([NH:30][CH:28]([CH2:27][O:26][CH3:25])[CH3:29])[CH2:36][CH2:35]2)[n:6][cH:7]1. Product: COCC(C)NC1CCC(Nc2cc(-c3cccc(NCC4(CO)CCOCC4)n3)c(Cl)cn2)CC1. Starting materials: C(C=C)I (allyl iodide), CCOC(=O)C (EtOAc), O=C1NC=2C=C(C=NC2C=C1)C(=O)OC (methyl 6-oxo-5,6-dihydro-1,5-naphthyridine-3-carboxylate), C(=O)([O-])[O-].[K+].[K+] (K2CO3), C(C=C)I (allyl iodide). Solvent: CN(C)C=O (DMF). Run at temperature 75 celsius, time 10 minute. Product: O=C1N(C=2C=C(C=NC2C=C1)C(=O)OC)CC=C (Methyl 6-oxo-5-(2-propen-1-yl)-5,6-dihydro-1,5-naphthyridine-3-carboxylate). Isolated yield 61.8%. Reaction SMILES: [O:1]=[C:2]1[CH:11]=[CH:10][C:9]2[N:8]=[CH:7][C:6]([C:12]([O:14][CH3:15])=[O:13])=[CH:5][C:4]=2[NH:3]1.C([O-])([O-])=O.[K+].[K+].[CH2:22](I)[CH:23]=[CH2:24].CCOC(C)=O>CN(C=O)C>[O:1]=[C:2]1[CH:11]=[CH:10][C:9]2[N:8]=[CH:7][C:6]([C:12]([O:14][CH3:15])=[O:13])=[CH:5][C:4]=2[N:3]1[CH2:24][CH:23]=[CH2:22] |f:1.2.3|. Procedure details: A solution of methyl 6-oxo-5,6-dihydro-1,5-naphthyridine-3-carboxylate (1.963 g, 5.36 mmol) in DMF (32 ml) was treated with K2CO3 (2.95 g, 21.3 mmol), stirred for 10 mins and then treated with allyl iodide (0.535 ml, 5.88 mmol), heated for 7 h at 75° C., further allyl iodide (0.15 ml, 0.89 mmol) was added and the reaction heated for a further 2 h. The reaction was treated with EtOAc, washed with water three times. The combined aqueous phases were then re-extracted with EtOAc and this washed with... Starting materials: [OH-].[Na+] (sodium hydroxide), C(#N)[C@H]1CN(CC1)C(C1=CC=CC=C1)C1=CC=CC=C1 ((3R)-3-Cyano-1-(1,1-diphenylmethyl)pyrrolidine), resultant mixture, resultant mixture, C(C)[Mg]Br (ethylmagnesium bromide). The reagents and catalysts are CC([O-])C.CC([O-])C.CC([O-])C.CC([O-])C.[Ti+4] (Titanium(IV) tetraisopropoxide). Run in O1CCCC1 (tetrahydrofuran). Reaction conditions: time 18 hour. The product is NC1(CC1)[C@H]1CN(CC1)C(C1=CC=CC=C1)C1=CC=CC=C1 ((3R)-3-(1-aminocyclopropyl)-1-(1,1-diphenylmethyl)pyrrolidine). Isolated yield 48.0%. As a reaction SMILES: [C:1]([C@@H:3]1[CH2:7][CH2:6][N:5]([CH:8]([C:15]2[CH:20]=[CH:19][CH:18]=[CH:17][CH:16]=2)[C:9]2[CH:14]=[CH:13][CH:12]=[CH:11][CH:10]=2)[CH2:4]1)#[N:2].[CH2:21]([Mg]Br)[CH3:22].[OH-].[Na+]>O1CCCC1.CC(C)[O-].CC(C)[O-].CC(C)[O-].CC(C)[O-].[Ti+4]>[NH2:2][C:1]1([C@@H:3]2[CH2:7][CH2:6][N:5]([CH:8]([C:15]3[CH:20]=[CH:19][CH:18]=[CH:17][CH:16]=3)[C:9]3[CH:10]=[CH:11][CH:12]=[CH:13][CH:14]=3)[CH2:4]2)[CH2:22][CH2:21]1 |f:2.3,5.6.7.8.9|. Procedure details: (3R)-3-Cyano-1-(1,1-diphenylmethyl)pyrrolidine (0.70 g) was dissolved in tetrahydrofuran under an argon atmosphere. Titanium(IV) tetraisopropoxide (0.86 mL) and ethylmagnesium bromide (1.78 mL, 3 mol/L ether solution) were added to the solution at room temperature. After 05 h, trifluoroboron-diethyl ether complex (0.67 mL) was added dropwise to the mixture, and the resultant mixture was stirred at room temperature. After 18 h, 2 mol/L aqueous sodium hydroxide (30 mL) was added to the reaction mi... The product is Cc1ccc(S(=O)(=O)n2cc(C(=O)O)c3c(CNC(C(=O)OCc4ccccc4)C(C)(C)C)c(Cl)cnc32)cc1. Reactants: CC(=O)O[BH-](OC(C)=O)OC(C)=O, Cc1ccc(S(=O)(=O)n2cc(C(=O)O)c3c(C=O)c(Cl)cnc32)cc1, ClCCl, CC(C)(C)C(N)C(=O)OCc1ccccc1, [Na+]. Reaction SMILES: [C:1]([O:2][BH-:3]([O:4][C:5](=[O:6])[CH3:7])[O:8][C:9](=[O:10])[CH3:11])(=[O:12])[CH3:13].[Cl:31][c:32]1[c:33]([CH:54]=[O:55])[c:34]2[c:35]([n:36][cH:37]1)[n:38]([S:44](=[O:45])(=[O:46])[c:47]1[cH:48][cH:49][c:50]([CH3:51])[cH:52][cH:53]1)[cH:39][c:40]2[C:41](=[O:42])[OH:43].[Cl:56][CH2:57][Cl:58].[NH2:15][CH:16]([C:17](=[O:18])[O:19][CH2:20][c:21]1[cH:22][cH:23][cH:24][cH:25][cH:26]1)[C:27]([CH3:28])([CH3:29])[CH3:30].[Na+:14]>>[NH:15]([CH:16]([C:17](=[O:18])[O:19][CH2:20][c:21]1[cH:22][cH:23][cH:24][cH:25][cH:26]1)[C:27]([CH3:28])([CH3:29])[CH3:30])[CH2:54][c:33]1[c:32]([Cl:31])[cH:37][n:36][c:35]2[c:34]1[c:40]([C:41](=[O:42])[OH:43])[cH:39][n:38]2[S:44](=[O:45])(=[O:46])[c:47]1[cH:48][cH:49][c:50]([CH3:51])[cH:52][cH:53]1. The reactants are CC1=C(C2=C(N(C=N2)CC2=CC=NC=C2)C=C1)N (5-Methyl-1-(pyridin-4-yl)methyl-1H-benzimidazol-4-ylamine), ClC1=C(C=C(C=C1)N=C=O)C(F)(F)F (1-Chloro-4-isocyanato-2-trifluoromethyl-benzene). The solvent is ClCCl (dichloromethane). Reaction conditions: time 4 hour. Product: ClC1=C(C=C(C=C1)NC(=O)NC1=C(C=CC=2N(C=NC21)CC2=CC=NC=C2)C)C(F)(F)F (1-(4-Chloro-3-trifluoromethyl-phenyl)-3-(5-methyl-1-pyridin-4-ylmethyl-1H-benzoimidazol-4-yl)-urea). RXN SMILES: [CH3:1][C:2]1[CH:17]=[CH:16][C:5]2[N:6]([CH2:9][C:10]3[CH:15]=[CH:14][N:13]=[CH:12][CH:11]=3)[CH:7]=[N:8][C:4]=2[C:3]=1[NH2:18].[Cl:19][C:20]1[CH:25]=[CH:24][C:23]([N:26]=[C:27]=[O:28])=[CH:22][C:21]=1[C:29]([F:32])([F:31])[F:30]>ClCCl>[Cl:19][C:20]1[CH:25]=[CH:24][C:23]([NH:26][C:27]([NH:18][C:3]2[C:4]3[N:8]=[CH:7][N:6]([CH2:9][C:10]4[CH:11]=[CH:12][N:13]=[CH:14][CH:15]=4)[C:5]=3[CH:16]=[CH:17][C:2]=2[CH3:1])=[O:28])=[CH:22][C:21]=1[C:29]([F:30])([F:31])[F:32]. Procedure: Compound 2d (100 mg, 0.42 mmol) is weighed into a round bottom flask and dissolved in dichloromethane (3 mL). 1-Chloro-4-isocyanato-2-trifluoromethyl-benzene (93 mg, 0.42 mmol) is added as a solid and the homogeneous mixture is stirred for 4 h. The precipitate is collected via filtration and are washed with ether and collected to yield compound 2g as a white amorphous solid. Starting materials: C(C)(C)(C)OC(NCCO)=O (tert-butyl(2-hydroxyethyl)carbamate), CC1=CC=C(C=C1)S(=O)(=O)Cl (4-methylbenzene-1-sulfonyl chloride), ice water. The solvent is N1=CC=CC=C1 (pyridine). Conditions: temperature -10 celsius, time 40 minute. The product is CC1=CC=C(C=C1)S(=O)(=O)OCCNC(=O)OC(C)(C)C (2-((tert-butoxycarbonyl)amino)ethyl 4-methylbenzenesulfonate). Reaction SMILES: [C:1]([O:5][C:6](=[O:11])[NH:7][CH2:8][CH2:9][OH:10])([CH3:4])([CH3:3])[CH3:2].[CH3:12][C:13]1[CH:18]=[CH:17][C:16]([S:19](Cl)(=[O:21])=[O:20])=[CH:15][CH:14]=1>N1C=CC=CC=1>[CH3:12][C:13]1[CH:18]=[CH:17][C:16]([S:19]([O:10][CH2:9][CH2:8][NH:7][C:6]([O:5][C:1]([CH3:4])([CH3:2])[CH3:3])=[O:11])(=[O:21])=[O:20])=[CH:15][CH:14]=1. Reported procedure: To a solution of tert-butyl(2-hydroxyethyl)carbamate (0.960 mL, 6.08 mmol) in pyridine (25 ml) was added 4-methylbenzene-1-sulfonyl chloride (2.341 g, 12.16 mmol) at −10° C. The solution was stirred at −10° C. for 40 min. The reaction mixture was stored in a fridge at 4° C. for 4 days. It was poured into ice water and extracted with ethyl acetate. The combined organic layers were washed aqueous citric acid (10%), dried using MgSO4, filtered and evaporated to give the title compound as a yellow o...